From a dataset of the Open Reaction Database (ORD), a public repository of structured organic reaction records. describe an organic reaction: reactants, conditions, products, and yield Product: CCOc1ccc(CBr)nc1F. RXN SMILES: [Br:12][N:13]1[C:14](=[O:15])[CH2:16][CH2:17][C:18]1=[O:19].[C:33]([Cl:34])([Cl:35])([Cl:36])[Cl:37].[CH2:1]([CH3:2])[O:3][c:4]1[c:5]([F:11])[n:6][c:7]([CH3:10])[cH:8][cH:9]1.[N:20]([C:21]([CH3:22])([CH3:23])[C:24]#[N:25])=[N:26][C:27]([CH3:28])([CH3:29])[C:30]#[N:31].[OH2:32]>>[CH2:1]([CH3:2])[O:3][c:4]1[c:5]([F:11])[n:6][c:7]([CH2:10][Br:12])[cH:8][cH:9]1. The reactants are O=C1CCC(=O)N1Br, ClC(Cl)(Cl)Cl, CCOc1ccc(C)nc1F, CC(C)(C#N)N=NC(C)(C)C#N, O. The reactants are ( 00C ), [H-].[Na+] (NaH), C(C)OC(C(CC=C)O)=O (2-hydroxy-pent-4-enoic acid ethyl ester), BrCC(=C)C (3-bromo-2-methylpropene). Solvent: C1CCOC1 (THF), C1CCOC1 (THF). Conditions: time 1 hour. Product: C(C)OC(C(CC=C)OCC(=C)C)=O (2-(2-methyl-allyloxy)-pent-4-enoic acid ethyl ester). Yield: 65.7%. RXN SMILES: [H-].[Na+].[CH2:3]([O:5][C:6](=[O:12])[CH:7]([OH:11])[CH2:8][CH:9]=[CH2:10])[CH3:4].Br[CH2:14][C:15]([CH3:17])=[CH2:16]>C1COCC1>[CH2:3]([O:5][C:6](=[O:12])[CH:7]([O:11][CH2:16][C:15]([CH3:17])=[CH2:14])[CH2:8][CH:9]=[CH2:10])[CH3:4] |f:0.1|. Procedure: To a cold (00C) stirred suspension of NaH (55% disperson in oil, 227.9 mg, 5.2 mmol, 1.3 eq) in THF (20 mL) was added drop wise a solution of 2-hydroxy-pent-4-enoic acid ethyl ester (0.576 g, 4.0 mmol) in THF (20 mL) and stirred for 1 h. The reaction mixture was then treated with 3-bromo-2-methylpropene (0.81 g, 6.0 mmol, 0.61 mL), slowly warmed up to rt, and stirred for 1 h. It was carefully quenched with saturated NH4Cl solution. Reaction mixture was extracted with EtOAc (3×20 mL) organic solu... Starting materials: C(C1=CC=CC=C1)N1CC(C(C1)C)(C(=O)OCC1=CC=C(C=C1)OC)CC(=O)OC(C)(C)C ((4-methoxyphenyl)methyl (3RS,4SR)-1-benzyl-3-[2-(tert-butoxy)-2-oxoethyl]-4-methylpyrrolidine-3-carboxylate), ClC(=O)OCC1=CC=CC=C1 (benzyl chloroformate). Run in ClCCl (dichloromethane). Conditions: time 0.5 hour. The product is C(C)(C)(C)OC(CC1(CN(CC1C)C(=O)OCC1=CC=CC=C1)C(=O)OCC1=CC=C(C=C1)OC)=O (1-Benzyl 3-(4-methoxyphenyl)methyl (3RS,4SR)-3-[2-(tert-butoxy)-2-oxoethyl]-4-methylpyrrolidine-1,3-dicarboxylate). The yield is 65.3%. As a reaction SMILES: C([N:8]1[CH2:12][CH:11]([CH3:13])[C:10]([CH2:26][C:27]([O:29][C:30]([CH3:33])([CH3:32])[CH3:31])=[O:28])([C:14]([O:16][CH2:17][C:18]2[CH:23]=[CH:22][C:21]([O:24][CH3:25])=[CH:20][CH:19]=2)=[O:15])[CH2:9]1)C1C=CC=CC=1.Cl[C:35]([O:37][CH2:38][C:39]1[CH:44]=[CH:43][CH:42]=[CH:41][CH:40]=1)=[O:36]>ClCCl>[C:30]([O:29][C:27](=[O:28])[CH2:26][C:10]1([C:14]([O:16][CH2:17][C:18]2[CH:19]=[CH:20][C:21]([O:24][CH3:25])=[CH:22][CH:23]=2)=[O:15])[CH:11]([CH3:13])[CH2:12][N:8]([C:35]([O:37][CH2:38][C:39]2[CH:44]=[CH:43][CH:42]=[CH:41][CH:40]=2)=[O:36])[CH2:9]1)([CH3:33])([CH3:31])[CH3:32]. Procedure details: A solution of (4-methoxyphenyl)methyl (3RS,4SR)-1-benzyl-3-[2-(tert-butoxy)-2-oxoethyl]-4-methylpyrrolidine-3-carboxylate obtained in Example 2g (18 g, 39.7 mmol) in dichloromethane (85.7 ml) was adjusted to an internal temperature of 10 to 20° C., and benzyl chloroformate (11.9 ml, 79.4 mmol) was added thereto. After returning to mom temperature and stirring for 0.5 hour, the reaction mixture was concentrated directly. The resulting crude product was purified by column chromatography (silica ge... Reactants: C(CCCCCCCCCCCC)(=O)C1=CN(C2=CC=CC=C12)CCCC(=O)OCC (ethyl 4-(3-tridecanoyl-1-indolyl)butyrate), C(CCCCCC)(=O)C1=CN(C2=CC=CC=C12)CCCC(=O)OCC (ethyl 4-(3-heptanoyl-1-indolyl)butyrate). Yields the product C(CCCCCCCCCCCC)(=O)C1=CN(C2=CC=CC=C12)CCCC(=O)O (4-(3-tridecanoyl-1-indolyl)butyric acid). As a reaction SMILES: [C:1]([C:15]1[C:23]2[C:18](=[CH:19][CH:20]=[CH:21][CH:22]=2)[N:17]([CH2:24][CH2:25][CH2:26][C:27]([O:29]CC)=[O:28])[CH:16]=1)(=[O:14])[CH2:2][CH2:3][CH2:4][CH2:5][CH2:6][CH2:7][CH2:8][CH2:9][CH2:10][CH2:11][CH2:12][CH3:13].C(C1C2C(=CC=CC=2)N(CCCC(OCC)=O)C=1)(=O)CCCCCC>>[C:1]([C:15]1[C:23]2[C:18](=[CH:19][CH:20]=[CH:21][CH:22]=2)[N:17]([CH2:24][CH2:25][CH2:26][C:27]([OH:29])=[O:28])[CH:16]=1)(=[O:14])[CH2:2][CH2:3][CH2:4][CH2:5][CH2:6][CH2:7][CH2:8][CH2:9][CH2:10][CH2:11][CH2:12][CH3:13]. Procedure details: The procedure of Ex. 2 was repeated except that ethyl 4-(3-tridecanoyl-1-indolyl)butyrate obtained in Ex. 13 was used in place of ethyl 4-(3-heptanoyl-1-indolyl)butyrate to give 4-(3-tridecanoyl-1-indolyl)butyric acid. Yields the product Cn1c(C=O)c(-c2ccccc2)c2ccccc2c1=O. As a reaction SMILES: [CH3:35][CH2:36][O:37][CH2:38][CH3:39].[Cl:32][CH2:33][Cl:34].[O:1]=[Cr:2]([Cl:3])([O-:4])=[O:5].[OH:12][CH2:13][c:14]1[n:15]([CH3:31])[c:16](=[O:30])[c:17]2[cH:18][cH:19][cH:20][cH:21][c:22]2[c:23]1-[c:24]1[cH:25][cH:26][cH:27][cH:28][cH:29]1.[nH+:6]1[cH:7][cH:8][cH:9][cH:10][cH:11]1>>[O:12]=[CH:13][c:14]1[n:15]([CH3:31])[c:16](=[O:30])[c:17]2[cH:18][cH:19][cH:20][cH:21][c:22]2[c:23]1-[c:24]1[cH:25][cH:26][cH:27][cH:28][cH:29]1. Reactants: CCOCC, ClCCl, O=[Cr](=O)([O-])Cl, Cn1c(CO)c(-c2ccccc2)c2ccccc2c1=O, c1cc[nH+]cc1. Starting materials: COC1=NC(=NC(=C1)OC)OC(C(=O)OC)C(C1=CC=CC=C1)(C1=CC=CC=C1)OC (methyl 2-(4,6-dimethoxy-pyrimidin-2-yl-oxy)-3-methoxy-3,3-diphenylpropionate), [OH-].[K+] (KOH). Run in O1CCOCC1 (dioxane), O (water). Run at temperature 100 celsius, time 3 hour. Yields the product COC1=NC(=NC(=C1)OC)OC(C(=O)O)C(C1=CC=CC=C1)(C1=CC=CC=C1)OC (2-(4,6-Dimethoxy-pyrimidin-2-yloxy)-3-methoxy-3,3-diphenylpropionic acid). As a reaction SMILES: [CH3:1][O:2][C:3]1[CH:8]=[C:7]([O:9][CH3:10])[N:6]=[C:5]([O:11][CH:12]([C:17]([O:30][CH3:31])([C:24]2[CH:29]=[CH:28][CH:27]=[CH:26][CH:25]=2)[C:18]2[CH:23]=[CH:22][CH:21]=[CH:20][CH:19]=2)[C:13]([O:15]C)=[O:14])[N:4]=1.[OH-].[K+]>O1CCOCC1.O>[CH3:10][O:9][C:7]1[CH:8]=[C:3]([O:2][CH3:1])[N:4]=[C:5]([O:11][CH:12]([C:17]([O:30][CH3:31])([C:24]2[CH:29]=[CH:28][CH:27]=[CH:26][CH:25]=2)[C:18]2[CH:19]=[CH:20][CH:21]=[CH:22][CH:23]=2)[C:13]([OH:15])=[O:14])[N:6]=1 |f:1.2|. Procedure: 2.12 g (5 mmol) of methyl 2-(4,6-dimethoxy-pyrimidin-2-yl-oxy)-3-methoxy-3,3-diphenylpropionate were dissolved in 50 ml of dioxane, 10 ml of 1N KOH solution were added, and the mixture was stirred at 100° C. for 3 h. The solution was diluted with 300 ml of water and extracted with ethyl acetate to remove unreacted ester. The aqueous phase was then adjusted to pH 1-2 with dilute hydrochloric acid and extracted with ethyl acetate. After drying over magnesium sulfate and removal of the solvent by d...